From a dataset of the Open Reaction Database (ORD), a public repository of structured organic reaction records. describe an organic reaction: reactants, conditions, products, and yield As a reaction SMILES: [Cl:1][C:2]1[CH:10]=[C:9]([Cl:11])[CH:8]=[C:7]2[C:3]=1[CH2:4][CH:5]([CH3:13])[C:6]2=O.C1COCC1.CO.[BH4-].[Na+]>O>[Cl:11][C:9]1[CH:8]=[C:7]2[C:3](=[C:2]([Cl:1])[CH:10]=1)[CH2:4][C:5]([CH3:13])=[CH:6]2 |f:1.2,3.4|. Procedure details: To a solution of 29.3 g (0.136 mol) of 4,6-dichloro-2-methylindan-1-one in 370 ml of a mixture of THF-methanol (2:1, vol.), 11.8 g (0.312 mol) of NaBH4 was added in small portions, while vigorously stirring, over 2 h at 0° C. This mixture was stirred for 12 h at room temperature and then added to 1000 ml of cold water. The organic layer was separated, the aqueous layer was extracted with 3×300 ml of methyl-tert-butyl ether. The combined organic fractions were dried over K2CO3 and then evaporated... The product is ClC=1C=C2C=C(CC2=C(C1)Cl)C (5,7-Dichloro-2-methyl-1H-indene). The reactants are ClC1=C2CC(C(C2=CC(=C1)Cl)=O)C (4,6-dichloro-2-methylindan-1-one), C1CCOC1.CO (THF methanol), [BH4-].[Na+] (NaBH4). Conditions: temperature 0 celsius, time 2 hour. The solvent is mixture, hexanes, O (water).